This data is from the Open Reaction Database (ORD), a public repository of structured organic reaction records. The task is: describe an organic reaction: reactants, conditions, products, and yield Starting materials: C(C)(C)(C)OC=1C=C(C=CC1)CO ((3-tert-butoxy-phenyl) methanol), BrCCCCBr (1,4-dibromobutane). Reagents/catalysts: S(=O)(=O)(O)[O-].C(CCC)[N+](CCCC)(CCCC)CCCC (tetrabutylammonium hydrogen sulfate). The solvent is [OH-].[Na+] (NaOH), C1=CC=CC=C1 (benzene). Yields the product BrCCCCOCC1=CC(=CC=C1)OC(C)(C)C (1-(4-bromo-butoxymethyl)-3-tert-butoxy-benzene). Reaction SMILES: [C:1]([O:5][C:6]1[CH:7]=[C:8]([CH2:12][OH:13])[CH:9]=[CH:10][CH:11]=1)([CH3:4])([CH3:3])[CH3:2].[Br:14][CH2:15][CH2:16][CH2:17][CH2:18]Br>S([O-])(O)(=O)=O.C([N+](CCCC)(CCCC)CCCC)CCC.[OH-].[Na+].C1C=CC=CC=1>[Br:14][CH2:15][CH2:16][CH2:17][CH2:18][O:13][CH2:12][C:8]1[CH:9]=[CH:10][CH:11]=[C:6]([O:5][C:1]([CH3:4])([CH3:2])[CH3:3])[CH:7]=1 |f:2.3,4.5|. Reported procedure: To a solution of (3-tert-butoxy-phenyl) methanol (4.02 g, 0.022 mol) and tetrabutylammonium hydrogen sulfate (0.379 g, 0.00115 mol) in 50% NaOH solution (6 mL) and benzene (15 mL) Was added 1,4-dibromobutane (7.99 mL, 0.067 mol) with vigorous stirring at ambient temperature. After stirring for 8 h, the mixture was partitioned between H2O and EtOAc. The organic layer was separated, washed with brine, dried (MgSO4), filtered, and concentrated to give the title compound after purification on an ISC...